This data is from the Open Reaction Database (ORD), a public repository of structured organic reaction records. The task is: describe an organic reaction: reactants, conditions, products, and yield Reagents/catalysts: C=1C=CC(=CC1)[P](C=2C=CC=CC2)(C=3C=CC=CC3)[Pd]([P](C=4C=CC=CC4)(C=5C=CC=CC5)C=6C=CC=CC6)([P](C=7C=CC=CC7)(C=8C=CC=CC8)C=9C=CC=CC9)[P](C=1C=CC=CC1)(C=1C=CC=CC1)C=1C=CC=CC1 (Pd(PPh3)4). Reported procedure: A suspension of 6-Bromo-3-methyl-3H-benzothiazol-2-one (200 mg, 0.82 mmol), 3-pyridyl boronic acid (78 mg, 0.63 mmol), polymer-supported Pd(PPh3)4 (0.11 mmol/g, 115 mg, 0.0126 mmol) and Na2CO3 (2 M in water, 0.65 mL, 1.3 mmol) in DME (7 mL) was heated to reflux for overnight. After filtration and concentration, the residue was purified by flash column (MeOH—CH2Cl2, v/v, 0-4%) and yielded the title compound (200 mg). MS (ESI) m/z 243.0 (M+H, 1H NMR (400 MHz, CD2Cl2) δ ppm 3.52 (s, 3H), 7.23 (d, J... Isolated yield 131.0%. Run in COCCOC (DME). Yields the product CN1C(SC2=C1C=CC(=C2)C=2C=NC=CC2)=O (3-Methyl-6-pyridin-3-yl-3H-benzothiazol-2-one). RXN SMILES: Br[C:2]1[CH:12]=[CH:11][C:5]2[N:6]([CH3:10])[C:7](=[O:9])[S:8][C:4]=2[CH:3]=1.[N:13]1[CH:18]=[CH:17][CH:16]=[C:15](B(O)O)[CH:14]=1.C([O-])([O-])=O.[Na+].[Na+]>COCCOC.C1C=CC([P]([Pd]([P](C2C=CC=CC=2)(C2C=CC=CC=2)C2C=CC=CC=2)([P](C2C=CC=CC=2)(C2C=CC=CC=2)C2C=CC=CC=2)[P](C2C=CC=CC=2)(C2C=CC=CC=2)C2C=CC=CC=2)(C2C=CC=CC=2)C2C=CC=CC=2)=CC=1>[CH3:10][N:6]1[C:5]2[CH:11]=[CH:12][C:2]([C:15]3[CH:14]=[N:13][CH:18]=[CH:17][CH:16]=3)=[CH:3][C:4]=2[S:8][C:7]1=[O:9] |f:2.3.4,^1:37,39,58,77|. Starting materials: BrC1=CC2=C(N(C(S2)=O)C)C=C1 (6-Bromo-3-methyl-3H-benzothiazol-2-one), N1=CC(=CC=C1)B(O)O (3-pyridyl boronic acid), C(=O)([O-])[O-].[Na+].[Na+] (Na2CO3). Reactants: N1=CC=CC=C1 (pyridine), ClCOCC (chloromethylethyl ether), C(C)OC(CC1=CC=C(C=C1)S)=O ((4-mercapto-phenyl)-acetic acid ethyl ester), Cl (hydrochloride). Solvent: C(C)#N (acetonitrile), C(C)#N (acetonitrile), O (water). Conditions: temperature 0 celsius. Product: C(C)OC(CC1=CC=C(C=C1)SCOCC)=O ((4-ethoxymethylsulfanyl-phenyl)-acetic acid ethyl ester). As a reaction SMILES: [CH2:1]([O:3][C:4](=[O:13])[CH2:5][C:6]1[CH:11]=[CH:10][C:9]([SH:12])=[CH:8][CH:7]=1)[CH3:2].N1C=CC=CC=1.Cl[CH2:21][O:22][CH2:23][CH3:24].Cl>C(#N)C.O>[CH2:1]([O:3][C:4](=[O:13])[CH2:5][C:6]1[CH:11]=[CH:10][C:9]([S:12][CH2:21][O:22][CH2:23][CH3:24])=[CH:8][CH:7]=1)[CH3:2]. Procedure: A 100 mL 3-necked round bottom flask is charged with (4-mercapto-phenyl)-acetic acid ethyl ester (10 g, 0.0151 mol), followed by the addition of (20 mL) acetonitrile. The reaction mixture is cooled to 0° C. followed by the addition of 10 mL (0.13 mol) of pyridine and 5.30 g (0.056 mol) of chloromethylethyl ether in 10 mL of acetonitrile in a dropwise manner. The reaction mixture is brought to RT followed by heating at reflux for 24 h. The reaction is worked up by evaporating the solvent under va... The reactants are CO, CNC(=O)c1n[nH]c2ccc([N+](=O)[O-])cc12. Yields the product CNC(=O)c1n[nH]c2ccc(N)cc12. RXN SMILES: [CH3:17][OH:18].[CH3:1][NH:2][C:3](=[O:4])[c:5]1[n:6][nH:7][c:8]2[cH:9][cH:10][c:11]([N+:14]([O-:15])=[O:16])[cH:12][c:13]12>>[CH3:1][NH:2][C:3](=[O:4])[c:5]1[n:6][nH:7][c:8]2[cH:9][cH:10][c:11]([NH2:14])[cH:12][c:13]12. The reactants are CC1=C(C(=NO1)C1=CC=CC=C1)C(=O)NN (5-methyl-3-phenyl-isoxazole-4-carboxylic acid hydrazide), COC1=C(C(=O)O)C=CC(=N1)OC (2,6-dimethoxynicotinic acid). Product: COC1=NC(=CC=C1C=1OC(=NN1)C=1C(=NOC1C)C1=CC=CC=C1)OC (2,6-Dimethoxy-3-[5-(5-methyl-3-phenyl-isoxazol-4-yl)-[1,3,4] oxadiazol-2-yl]-pyridine). Isolated yield 24.0%. RXN SMILES: [CH3:1][C:2]1[O:6][N:5]=[C:4]([C:7]2[CH:12]=[CH:11][CH:10]=[CH:9][CH:8]=2)[C:3]=1[C:13]([NH:15][NH2:16])=[O:14].[CH3:17][O:18][C:19]1[N:27]=[C:26]([O:28][CH3:29])[CH:25]=[CH:24][C:20]=1[C:21](O)=O>>[CH3:17][O:18][C:19]1[C:20]([C:21]2[O:14][C:13]([C:3]3[C:4]([C:7]4[CH:12]=[CH:11][CH:10]=[CH:9][CH:8]=4)=[N:5][O:6][C:2]=3[CH3:1])=[N:15][N:16]=2)=[CH:24][CH:25]=[C:26]([O:28][CH3:29])[N:27]=1. Reported procedure: As described for example 2, 5-methyl-3-phenyl-isoxazole-4-carboxylic acid hydrazide (500 mg, 2.30 mmol) was converted using 2,6-dimethoxynicotinic acid instead of o-toluic acid to the title compound (SiO2, heptane:ethyl acetate=80:20 to 40:60, 204 mg, 24%) which was obtained as a white solid. MS: m/e=365.2 [M+H]+. Starting materials: CCN(C(=O)C(F)(F)F)C(C)Cc1ccc2c(c1)OC(CNC(=O)CCC(=O)O)O2, CCN=C=NCCCN(C)C, ClCCl, O=C1CCC(=O)N1O. Product: CCN(C(=O)C(F)(F)F)C(C)Cc1ccc2c(c1)OC(CNC(=O)CCC(=O)ON1C(=O)CCC1=O)O2. Reaction SMILES: [CH2:1]([CH3:2])[N:3]([CH:4]([CH2:5][c:6]1[cH:7][c:8]2[c:9]([cH:22][cH:23]1)[O:10][CH:11]([CH2:13][NH:14][C:15]([CH2:16][CH2:17][C:18](=[O:19])[OH:20])=[O:21])[O:12]2)[CH3:24])[C:25]([C:26]([F:27])([F:28])[F:29])=[O:30].[CH2:39]([N:40]=[C:41]=[N:42][CH2:43][CH2:44][CH2:45][N:46]([CH3:47])[CH3:48])[CH3:49].[Cl:50][CH2:51][Cl:52].[OH:31][N:32]1[C:33](=[O:38])[CH2:34][CH2:35][C:36]1=[O:37]>>[CH2:1]([CH3:2])[N:3]([CH:4]([CH2:5][c:6]1[cH:7][c:8]2[c:9]([cH:22][cH:23]1)[O:10][CH:11]([CH2:13][NH:14][C:15]([CH2:16][CH2:17][C:18]([O:19][N:32]1[C:33](=[O:38])[CH2:34][CH2:35][C:36]1=[O:37])=[O:20])=[O:21])[O:12]2)[CH3:24])[C:25]([C:26]([F:27])([F:28])[F:29])=[O:30]. Starting materials: C1(=CC=CC=C1)SCC1OC1 (phenylthiomethyloxirane), [N-]=[N+]=[N-].[Na+] (sodium azide), C(=O)OC (methyl formate), CO (methanol). Solvent: O (water). The product is C1(=CC=CC=C1)SCC(CN=[N+]=[N-])O (3-phenylthio-2-hydroxypropylazide). Yield: 91.9%. Reaction SMILES: [C:1]1([S:7][CH2:8][CH:9]2[CH2:11][O:10]2)[CH:6]=[CH:5][CH:4]=[CH:3][CH:2]=1.[N-:12]=[N+:13]=[N-:14].[Na+].C(OC)=O.CO>O>[C:1]1([S:7][CH2:8][CH:9]([OH:10])[CH2:11][N:12]=[N+:13]=[N-:14])[CH:6]=[CH:5][CH:4]=[CH:3][CH:2]=1 |f:1.2|. Reported procedure: A procedure similar to that described in Preparation 12 was repeated, except that 7.2 g of phenylthiomethyloxirane (prepared as described in preparation 85), 14 g of sodium azide, 65 ml of methyl formate and 270 ml of an 8:1 by volume mixture of methanol and water were used, to give 8.33 g of the title compound as a colorless oil having an Rf value of 0.23 (on silica gel thin layer chromatography, using a 1:10 by volume mixture of ethyl acetate and hexane as the developing solvent). The reactants are CC(F)(F)CC(C(=O)Nc1ccn(CC2COC(C)(C)O2)n1)N1CC(Oc2ccccc2Cl)=CC1=O, CO, Cc1ccc(S(=O)(=O)O)cc1. Product: CC(F)(F)CC(C(=O)Nc1ccn(CC(O)CO)n1)N1CC(Oc2ccccc2Cl)=CC1=O. As a reaction SMILES: [CH3:1][C:2]1([CH3:36])[O:3][CH2:4][CH:5]([CH2:7][n:8]2[n:9][c:10]([NH:13][C:14]([CH:15]([CH2:16][C:17]([CH3:18])([F:19])[F:20])[N:21]3[C:22](=[O:34])[CH:23]=[C:24]([O:26][c:27]4[c:28]([Cl:33])[cH:29][cH:30][cH:31][cH:32]4)[CH2:25]3)=[O:35])[cH:11][cH:12]2)[O:6]1.[CH3:48][OH:49].[c:37]1([CH3:38])[cH:39][cH:40][c:41]([S:42]([OH:43])(=[O:44])=[O:45])[cH:46][cH:47]1>>[OH:3][CH2:4][CH:5]([OH:6])[CH2:7][n:8]1[n:9][c:10]([NH:13][C:14]([CH:15]([CH2:16][C:17]([CH3:18])([F:19])[F:20])[N:21]2[C:22](=[O:34])[CH:23]=[C:24]([O:26][c:27]3[c:28]([Cl:33])[cH:29][cH:30][cH:31][cH:32]3)[CH2:25]2)=[O:35])[cH:11][cH:12]1. The reactants are NC1=C2C(=NC=N1)N(N=C2C2=CC(=CC=C2)OC)CC=2OC1=CC=CC=C1C(C2C2=CC=CC=C2)=O (2-((4-Amino-3-(3-methoxyphenyl)-1H-pyrazolo[3,4-d]pyrimidin-1-yl)methyl)-3-phenyl-4H-chromen-4-one). Run in ClCCl (dichloromethane), B(Br)(Br)Br (BBr3), ClCCl (dichloromethane). Conditions: time 12 hour. Yields the product NC1=C2C(=NC=N1)N(N=C2C2=CC(=CC=C2)O)CC=2OC1=CC=CC=C1C(C2C2=CC=CC=C2)=O (2-((4-Amino-3-(3-hydroxyphenyl)-1H-pyrazolo[3,4-d]pyrimidin-1-yl)methyl)-3-phenyl-4H-chromen-4-one). Yield: 27.5%. Reaction SMILES: [NH2:1][C:2]1[N:7]=[CH:6][N:5]=[C:4]2[N:8]([CH2:19][C:20]3[O:21][C:22]4[C:27]([C:28](=[O:36])[C:29]=3[C:30]3[CH:35]=[CH:34][CH:33]=[CH:32][CH:31]=3)=[CH:26][CH:25]=[CH:24][CH:23]=4)[N:9]=[C:10]([C:11]3[CH:16]=[CH:15][CH:14]=[C:13]([O:17]C)[CH:12]=3)[C:3]=12>ClCCl.B(Br)(Br)Br>[NH2:1][C:2]1[N:7]=[CH:6][N:5]=[C:4]2[N:8]([CH2:19][C:20]3[O:21][C:22]4[C:27]([C:28](=[O:36])[C:29]=3[C:30]3[CH:31]=[CH:32][CH:33]=[CH:34][CH:35]=3)=[CH:26][CH:25]=[CH:24][CH:23]=4)[N:9]=[C:10]([C:11]3[CH:16]=[CH:15][CH:14]=[C:13]([OH:17])[CH:12]=3)[C:3]=12. Procedure details: To a solution of example 52 (0.150 g, 0.315 mmoles) in dichloromethane (30 ml), BBr3 (1M in dichloromethane, 1.5 ml) was added at 0° C. and the reaction mixture was warmed to RT and then stirred for 12 h. The reaction mixture was quenched with 1.5N HCl solution and extracted with dichloromethane. The organic layer was dried over sodium sulphate and concentrated. The crude product was purified by column chromatography with methanol: dichloromethane to afford the title compound as light yellow sol...